Dataset: the Open Reaction Database (ORD), a public repository of structured organic reaction records. Task: describe an organic reaction: reactants, conditions, products, and yield Reactants: OC(=O)CCCC[C@@H]1SC[C@@H]2NC(=O)N[C@H]12 (biotin), OC(=O)CCCC[C@@H]1SC[C@@H]2NC(=O)N[C@H]12 (biotin), C(C=C)(=O)OCCO (2-hydroxyethyl acrylate), S(=O)(Cl)Cl (thionyl chloride). The solvent is C1(=CC=CC=C1)C (toluene). Product: C(C=C)(=O)OCCC(CCCC[C@@H]1SC[C@@H]2NC(=O)N[C@H]12)=O (2-biotinylethyl acrylate). Yield: 17.8%. As a reaction SMILES: O[C:2]([CH2:4][CH2:5][CH2:6][CH2:7][C@H:8]1[C@@H:16]2[C@@H:11]([NH:12][C:13]([NH:15]2)=[O:14])[CH2:10][S:9]1)=[O:3].[C:17]([O:21][CH2:22][CH2:23]O)(=[O:20])[CH:18]=[CH2:19].S(Cl)(Cl)=O>C1(C)C=CC=CC=1>[C:17]([O:21][CH2:22][CH2:23][C:2](=[O:3])[CH2:4][CH2:5][CH2:6][CH2:7][C@H:8]1[C@@H:16]2[C@@H:11]([NH:12][C:13]([NH:15]2)=[O:14])[CH2:10][S:9]1)(=[O:20])[CH:18]=[CH2:19]. Procedure: At room temperature, 500 mg of biotin (Compound i, product of Merck & Co., Inc.), 200 mg of 2-hydroxyethyl acrylate, 20 ml of thionyl chloride and 20 ml of toluene were mixed. The resulting mixture was refluxed for 2 hours. The solvent was then distilled off under reduced pressure. The residue was subjected to column chromatography by using a chloroform-methanol solvent mixture. By removal of the solvent, 100 mg of 2-biotinylethyl acrylate (Compound A) was obtained as a powdery substance (yield:... The reactants are C1(=CC=C(C=C1)C(=O)OC)C (methyl p-toluate), CC=1C=CC(=CC1)C(=O)O (p-toluic acid), C(C1=CC=C(C(=O)[O-])C=C1)(=O)OC (monomethyl terephthalate). Solvent: CO (methanol). Product: C1(=CC=C(C=C1)C(=O)OC)C (methyl p-toluate), C(C1=CC=C(C(=O)OC)C=C1)(=O)OC (dimethyl terephthalate). As a reaction SMILES: [C:1]1([CH3:11])[CH:6]=[CH:5][C:4]([C:7]([O:9][CH3:10])=[O:8])=[CH:3][CH:2]=1.[CH3:12]C1C=CC(C(O)=O)=CC=1.[C:22]([O:33][CH3:34])(=[O:32])[C:23]1[CH:31]=[CH:30][C:26]([C:27]([O-:29])=[O:28])=[CH:25][CH:24]=1>CO>[C:1]1([CH3:11])[CH:2]=[CH:3][C:4]([C:7]([O:9][CH3:10])=[O:8])=[CH:5][CH:6]=1.[C:27]([O:29][CH3:12])(=[O:28])[C:26]1[CH:30]=[CH:31][C:23]([C:22]([O:33][CH3:34])=[O:32])=[CH:24][CH:25]=1. Procedure: A process for the production of terephthalic acid from p-xylene and methanol by way of the dimethyl terephthalate obtained by oxidation, in the liquid phase with atmospheric oxygen in the presence of dissolved heavy metal compounds as the catalyst, of a mixture of p-xylene and a fraction containing predominantly methyl p-toluate, which fraction is recycled into the oxidation, to obtain an oxidation product containing primarily p-toluic acid and monomethyl terephthalate at a temperature of 140°-1...